This data is from the Open Reaction Database (ORD), a public repository of structured organic reaction records. The task is: describe an organic reaction: reactants, conditions, products, and yield As a reaction SMILES: Cl[C:2]1[NH:3][C:4]2[CH:10]=[CH:9][CH:8]=[CH:7][C:5]=2[N:6]=1.[Cl:11][C:12]1[CH:13]=[C:14]([CH:16]=[CH:17][C:18]=1[F:19])[NH2:15]>>[N:6]1[C:5]2[CH:7]=[CH:8][CH:9]=[CH:10][C:4]=2[NH:3][C:2]=1[NH:15][C:14]1[CH:16]=[CH:17][C:18]([F:19])=[C:12]([Cl:11])[CH:13]=1. Reported procedure: The title compound was prepared from 2-chlorobenzimidazole and 3-chloro-4-fluoroaniline by Procedure A. The product was isolated by filtration to give the title compound as a hydrochloride salt (white solid, mp 306-307° C.). MS(ES+) m/z 262 ([M+1]+, 100). Product: N1=C(NC2=C1C=CC=C2)NC2=CC(=C(C=C2)F)Cl (N-(Benzimidazol-2-yl)-3-chloro-4-fluoroaniline), hydrochloride salt. Reactants: ClC=1NC2=C(N1)C=CC=C2 (2-chlorobenzimidazole), ClC=1C=C(N)C=CC1F (3-chloro-4-fluoroaniline). Reactants: CC(C)(C)O, CC(=O)C1CCC2C3CCC4CC(OS(C)(=O)=O)CCC4(C)C3C(OC(=O)CI)CC12C, O. Yields the product CC(=O)C1CCC2C3CCC4CC=CCC4(C)C3C(OC(=O)CI)CC12C. Reaction SMILES: [C:34]([OH:35])([CH3:36])([CH3:37])[CH3:38].[I:1][CH2:2][C:3](=[O:4])[O:5][CH:6]1[CH:7]2[C:8]3([CH3:32])[CH2:9][CH2:10][CH:11]([O:27][S:28]([CH3:29])(=[O:30])=[O:31])[CH2:12][CH:13]3[CH2:14][CH2:15][CH:16]2[CH:17]2[CH2:18][CH2:19][CH:20]([C:21]([CH3:22])=[O:23])[C:24]2([CH3:26])[CH2:25]1.[OH2:33]>>[I:1][CH2:2][C:3](=[O:4])[O:5][CH:6]1[CH:7]2[C:8]3([CH3:32])[CH2:9][CH:10]=[CH:11][CH2:12][CH:13]3[CH2:14][CH2:15][CH:16]2[CH:17]2[CH2:18][CH2:19][CH:20]([C:21]([CH3:22])=[O:23])[C:24]2([CH3:26])[CH2:25]1. Starting materials: Cl.N[C@H]1C2=C(C3=C(N(C1=O)C)C=CC=C3)C=CC=C2 ((−)-(S)-7-amino-5-methyl-5H,7H-dibenzo[b,d]azepin-6-one hydrochloride), C([C@@H](O)C)(=O)O (L-(+)-lactic acid). Yields the product O[C@H](C(=O)N[C@H]1C2=C(C3=C(N(C1=O)C)C=CC=C3)C=CC=C2)C ((−)-(S)-2-Hydroxy-N—((S)-5-methyl-6-oxo-6,7-dihydro-5H-dibenzo[b,d]azepin-7-yl)-propionamide). RXN SMILES: Cl.[NH2:2][C@@H:3]1[C:9](=[O:10])[N:8]([CH3:11])[C:7]2[CH:12]=[CH:13][CH:14]=[CH:15][C:6]=2[C:5]2[CH:16]=[CH:17][CH:18]=[CH:19][C:4]1=2.[C:20](O)(=[O:24])[C@H:21]([CH3:23])[OH:22]>>[OH:22][C@@H:21]([CH3:23])[C:20]([NH:2][C@@H:3]1[C:9](=[O:10])[N:8]([CH3:11])[C:7]2[CH:12]=[CH:13][CH:14]=[CH:15][C:6]=2[C:5]2[CH:16]=[CH:17][CH:18]=[CH:19][C:4]1=2)=[O:24] |f:0.1|. Procedure details: The title compound, MS: m/e=311.3 (M+H+), was prepared in analogy to example 1a) from (−)-(S)-7-amino-5-methyl-5H,7H-dibenzo[b,d]azepin-6-one hydrochloride and L-(+)-lactic acid.